From a dataset of the Open Reaction Database (ORD), a public repository of structured organic reaction records. describe an organic reaction: reactants, conditions, products, and yield RXN SMILES: [Br:1][c:2]1[s:3][c:4]2[c:5]([n:6]1)[c:7]([F:15])[cH:8][c:9]([C:11](=[O:12])[O:13][CH3:14])[cH:10]2.[CH2:16]1[O:17][CH2:18][CH2:19][CH2:20]1.[CH3:22][c:23]1[cH:24][cH:25][cH:26][cH:27][cH:28]1.[OH2:21]>>[Br:1][c:2]1[s:3][c:4]2[c:5]([n:6]1)[c:7]([F:15])[cH:8][c:9]([CH2:11][OH:12])[cH:10]2. Yields the product OCc1cc(F)c2nc(Br)sc2c1. Reactants: COC(=O)c1cc(F)c2nc(Br)sc2c1, C1CCOC1, Cc1ccccc1, O. As a reaction SMILES: [CH3:3][NH:4][CH2:5][CH2:6][NH:7][c:8]1[n:9][c:10]([NH2:14])[n:11][cH:12][cH:13]1.[Cl:15][c:16]1[c:17]2[c:18]([n:19][c:20]([NH2:22])[n:21]1)-[c:23]1[c:24]([cH:28][cH:29][cH:30][cH:31]1)[CH2:25][CH2:26][CH2:27]2.[ClH:1].[ClH:2]>>[CH3:3][N:4]([CH2:5][CH2:6][NH:7][c:8]1[n:9][c:10]([NH2:14])[n:11][cH:12][cH:13]1)[c:16]1[c:17]2[c:18]([n:19][c:20]([NH2:22])[n:21]1)-[c:23]1[c:24]([cH:28][cH:29][cH:30][cH:31]1)[CH2:25][CH2:26][CH2:27]2. The reactants are CNCCNc1ccnc(N)n1, Nc1nc(Cl)c2c(n1)-c1ccccc1CCC2, Cl, Cl. Yields the product CN(CCNc1ccnc(N)n1)c1nc(N)nc2c1CCCc1ccccc1-2. Starting materials: C(C)#N (acetonitrile), FC=1C=C(C(=O)OCC)C=C(C1)F (ethyl 3,5-difluorobenzoate), C(C)(C)[N-]C(C)C.[Li+] (lithium diisopropylamide), C(C)(C)NC(C)C (Diisopropylamine), C(CCC)[Li] (n-butyllithium). The solvent is C1CCOC1 (THF), C1CCOC1 (THF), C1CCOC1 (THF). Run at temperature -20 celsius, time 5 minute. Product: FC=1C=C(C=C(C1)F)C(CC#N)=O (3-(3,5-difluorophenyl)-3-oxopropanenitrile). The yield is 43.0%. Reaction SMILES: C(NC(C)C)(C)C.C([Li])CCC.[C:13](#[N:15])[CH3:14].[F:16][C:17]1[CH:18]=[C:19]([CH:25]=[C:26]([F:28])[CH:27]=1)[C:20](OCC)=[O:21].C([N-]C(C)C)(C)C.[Li+]>C1COCC1>[F:16][C:17]1[CH:18]=[C:19]([C:20](=[O:21])[CH2:14][C:13]#[N:15])[CH:25]=[C:26]([F:28])[CH:27]=1 |f:4.5|. Reported procedure: Diisopropylamine (10.6 mL, 76 mmol) was dissolved in dry THF (10 mL) and the solution cooled to −20° C. A solution of n-butyllithium (2.5N in hexanes, 30.5 mL, 76 mmol) was added slowly at such a rate as to keep the internal temperature below 0° C. After stirring for 5 min, the solution was cooled to −20° C. and added to a solution of acetonitrile (2.37 mL, 45.3 mmol) and ethyl 3,5-difluorobenzoate (6.23 g, 36.2 mmol) in dry THF (18 mL) at such a rate as to keep the temperature below −40° C. A f... Starting materials: ClC=1C=C(C=CC1)S(=O)(=O)NC1=C2C(=NC(=C1)C)SC(=C2C2=CC(=CC=C2)OC)C#CCN2CCOCC2 (3-chloro-N-{6-methyl-3-[3-(methyloxy)phenyl]-2-[3-(4-morpholinyl)-1-propyn-1-yl]thieno[2,3-b]pyridin-4-yl}benzenesulfonamide). Reagents/catalysts: [Pd] (palladium on carbon). Solvent: C(C)O (ethanol). Run at time 20 hour. Product: ClC=1C=C(C=CC1)S(=O)(=O)NC1=C2C(=NC(=C1)C)SC(=C2C2=CC(=CC=C2)OC)CCCN2CCOCC2 (3-Chloro-N-{6-methyl-3-[3-(methyloxy)phenyl]-2-[3-(4-morpholinyl)propyl]thieno[2,3-b]pyridin-4-yl}benzenesulfonamide). The yield is 27.7%. RXN SMILES: [Cl:1][C:2]1[CH:3]=[C:4]([S:8]([NH:11][C:12]2[CH:17]=[C:16]([CH3:18])[N:15]=[C:14]3[S:19][C:20]([C:30]#[C:31][CH2:32][N:33]4[CH2:38][CH2:37][O:36][CH2:35][CH2:34]4)=[C:21]([C:22]4[CH:27]=[CH:26][CH:25]=[C:24]([O:28][CH3:29])[CH:23]=4)[C:13]=23)(=[O:10])=[O:9])[CH:5]=[CH:6][CH:7]=1>[Pd].C(O)C>[Cl:1][C:2]1[CH:3]=[C:4]([S:8]([NH:11][C:12]2[CH:17]=[C:16]([CH3:18])[N:15]=[C:14]3[S:19][C:20]([CH2:30][CH2:31][CH2:32][N:33]4[CH2:34][CH2:35][O:36][CH2:37][CH2:38]4)=[C:21]([C:22]4[CH:27]=[CH:26][CH:25]=[C:24]([O:28][CH3:29])[CH:23]=4)[C:13]=23)(=[O:9])=[O:10])[CH:5]=[CH:6][CH:7]=1. Reported procedure: A mixture of 3-chloro-N-{6-methyl-3-[3-(methyloxy)phenyl]-2-[3-(4-morpholinyl)-1-propyn-1-yl]thieno[2,3-b]pyridin-4-yl}benzenesulfonamide (Example 86) (6.8 mg, 0.012 mmol) and palladium on carbon (2.55 mg, 2.394 μmol) in ethanol (2.0 mL) was stirred under an atmosphere of hydrogen at RT for 20 h. The mixture was then filtered through celite, washing with ethanol, and evaporated to dryness. The residue was purified on silica, eluting with a gradient of 0-10% MeOH in DCM to afford the title compou... The reactants are C1(CCCCC1)C(O)C=1C(=NN(C1)C1=CC=C(C=C1)OC(F)(F)F)OC (cyclohexyl{3-methoxy-1-[4-(trifluoromethoxy)phenyl]-1H-pyrazol-4-yl}methanol), NC1=CC=C(C=C1)C(=O)N(CCC(=O)OCC)C (ethyl 3-{[(4-aminophenyl)carbonyl](methyl)amino}propanoate). The product is C1(CCCCC1)C(C=1C(=NN(C1)C1=CC=C(C=C1)OC(F)(F)F)OC)NC1=CC=C(C=C1)C(=O)N(CCC(=O)O)C (3-[({4-[(cyclohexyl{3-methoxy-1-[4-(trifluoromethoxy)phenyl]-1H-pyrazol-4-yl}methyl)amino]phenyl}carbonyl)(methyl)amino]propanoic acid). The yield is 11.3%. Reaction SMILES: [CH:1]1([CH:7]([C:9]2[C:10]([O:25][CH3:26])=[N:11][N:12]([C:14]3[CH:19]=[CH:18][C:17]([O:20][C:21]([F:24])([F:23])[F:22])=[CH:16][CH:15]=3)[CH:13]=2)O)[CH2:6][CH2:5][CH2:4][CH2:3][CH2:2]1.[NH2:27][C:28]1[CH:33]=[CH:32][C:31]([C:34]([N:36]([CH3:44])[CH2:37][CH2:38][C:39]([O:41]CC)=[O:40])=[O:35])=[CH:30][CH:29]=1>>[CH:1]1([CH:7]([NH:27][C:28]2[CH:29]=[CH:30][C:31]([C:34]([N:36]([CH3:44])[CH2:37][CH2:38][C:39]([OH:41])=[O:40])=[O:35])=[CH:32][CH:33]=2)[C:9]2[C:10]([O:25][CH3:26])=[N:11][N:12]([C:14]3[CH:19]=[CH:18][C:17]([O:20][C:21]([F:24])([F:23])[F:22])=[CH:16][CH:15]=3)[CH:13]=2)[CH2:6][CH2:5][CH2:4][CH2:3][CH2:2]1. Procedure details: Using cyclohexyl{3-methoxy-1-[4-(trifluoromethoxy)phenyl]-1H-pyrazol-4-yl}methanol (0.75 g) synthesized in Example 62(2) and ethyl 3-{[(4-aminophenyl)carbonyl](methyl)amino}propanoate (0.50 g) synthesized in Example 2(2) and in the same manner as in Example 1(7), the title object compound (0.13 g, 12%) was obtained as a white solid. Reactants: Cl (hydrochloric acid), NC1=NC(=NC=2N1OC(N2)=O)N(CC=C)CC=C (7-amino-5-diallylamino-2H-[1,2,4]oxadiazolo[2,3-a]-s-triazin-2-one), 2-N, C(Cl)Cl (methylene chloride), ClC(=O)OCC1=CC=CC=C1 (benzyl chloroformate). The solvent is C(C)N(CC)CC (triethylamine), O (water). The product is C(C=C)N(C1=NC=2N(C(=N1)NC(=O)OCC1=CC=CC=C1)OC(N2)=O)CC=C (benzyl 5-diallylamino-2-oxo-2H-[1,2,4]oxadiazolo[2,3-a]-s-triazine-7-carbamate). RXN SMILES: [NH2:1][C:2]1[N:7]2[O:8][C:9](=[O:11])[N:10]=[C:6]2[N:5]=[C:4]([N:12]([CH2:16][CH:17]=[CH2:18])[CH2:13][CH:14]=[CH2:15])[N:3]=1.C(Cl)Cl.Cl[C:23]([O:25][CH2:26][C:27]1[CH:32]=[CH:31][CH:30]=[CH:29][CH:28]=1)=[O:24].Cl>O.C(N(CC)CC)C>[CH2:13]([N:12]([CH2:16][CH:17]=[CH2:18])[C:4]1[N:3]=[C:2]([NH:1][C:23]([O:25][CH2:26][C:27]2[CH:32]=[CH:31][CH:30]=[CH:29][CH:28]=2)=[O:24])[N:7]2[O:8][C:9](=[O:11])[N:10]=[C:6]2[N:5]=1)[CH:14]=[CH2:15]. Procedure: 4.0 g. of 7-amino-5-diallylamino-2H-[1,2,4]oxadiazolo[2,3-a]-s-triazin-2-one are suspended in 50 ml. of methylene chloride and 5 ml. of triethylamine and cooled to 0° C. 5 ml. of benzyl chloroformate are slowly added dropwise while stirring. The mixture is then stirred at 0° C. for 1 hour, subsequently treated with water and adjusted to pH 4 with 2-N hydrochloric acid. The aqueous phase is extracted twice with methylene chloride and the combined organic extracts are dried over sodium sulfate and... The reactants are C1COCCOCCOCCOCCOCCO1, Cc1ccccc1, N#CCCl, [K+], [OH-], O=C(O)c1c(Cl)cccc1Cl. Product: N#CCOC(=O)c1c(Cl)cccc1Cl. RXN SMILES: [CH2:18]1[O:19][CH2:20][CH2:21][O:22][CH2:23][CH2:24][O:25][CH2:26][CH2:27][O:28][CH2:29][CH2:30][O:31][CH2:32][CH2:33][O:34][CH2:35]1.[CH3:36][c:37]1[cH:38][cH:39][cH:40][cH:41][cH:42]1.[Cl:14][CH2:15][C:16]#[N:17].[K+:13].[OH-:12].[OH:1][C:2](=[O:3])[c:4]1[c:5]([Cl:6])[cH:7][cH:8][cH:9][c:10]1[Cl:11]>>[O:1]([C:2](=[O:3])[c:4]1[c:5]([Cl:6])[cH:7][cH:8][cH:9][c:10]1[Cl:11])[CH2:15][C:16]#[N:17].